The task is: describe an organic reaction: reactants, conditions, products, and yield. This data is from the Open Reaction Database (ORD), a public repository of structured organic reaction records. The reactants are C(C)(C)(C)OC(CNC(=O)C1=C(C2=C(N(C1=O)C)C(=C(S2)C(=O)O)C)O)=O (6-((2-tert-Butoxy-2-oxoethyl)carbamoyl)-7-hydroxy-3,4-dimethyl-5-oxo-4,5-dihydrothieno[3,2-b]pyridine-2-carboxylic acid), BrC1=C(C=2N(C(C(=C(C2S1)O)C(=O)NCC(=O)OC(C)(C)C)=O)C)C (tert-butyl 2-(2-bromo-7-hydroxy-3,4-dimethyl-5-oxo-4,5-dihydrothieno[3,2-b]pyridine-6-carboxamido)acetate), [C]=O (carbon monoxide). The reagents and catalysts are [Pd] (palladium), [Pd] (Palladium). The solvent is CO (MeOH). Yields the product C(=O)(O)CNC(=O)C1=C(C2=C(N(C1=O)C)C(=C(S2)C(=O)O)C)O (6-((Carboxymethyl)carbamoyl)-7-hydroxy-3,4-dimethyl-5-oxo-4,5-dihydrothieno[3,2-b]pyridine-2-carboxylic Acid). RXN SMILES: C([O:5][C:6](=[O:27])[CH2:7][NH:8][C:9]([C:11]1[C:16](=[O:17])[N:15]([CH3:18])[C:14]2[C:19]([CH3:25])=[C:20]([C:22]([OH:24])=[O:23])[S:21][C:13]=2[C:12]=1[OH:26])=[O:10])(C)(C)C.BrC1SC2C(O)=C(C(NCC(OC(C)(C)C)=O)=O)C(=O)N(C)C=2C=1C.[C]=O>CO.[Pd]>[C:6]([CH2:7][NH:8][C:9]([C:11]1[C:16](=[O:17])[N:15]([CH3:18])[C:14]2[C:19]([CH3:25])=[C:20]([C:22]([OH:24])=[O:23])[S:21][C:13]=2[C:12]=1[OH:26])=[O:10])([OH:27])=[O:5] |^3:52|. Procedure: 6-((2-tert-Butoxy-2-oxoethyl)carbamoyl)-7-hydroxy-3,4-dimethyl-5-oxo-4,5-dihydrothieno[3,2-b]pyridine-2-carboxylic acid. The title compound is prepared by palladium catalyzed carbonylation of tert-butyl 2-(2-bromo-7-hydroxy-3,4-dimethyl-5-oxo-4,5-dihydrothieno[3,2-b]pyridine-6-carboxamido)acetate with carbon monoxide in MeOH according to the procedure set forth in Tsuji, J. Palladium Reagents and catalysts: Innovations in Organic Synthesis Publisher: (Wiley, Chichester, UK), 340-5 (1995). Starting materials: FC1(OC2=C(O1)C=CC=C2)F (2,2-difluoro-1,3-benzodioxole), O1CCCC1 (tetrahydrofuran), C(CCC)[Li] (n-butyllithium), CN(C)CCN(C)C (TMEDA), CCCCCC (hexane). The product is C(C)OC(C(C#N)=COCC)=O (ethoxymethylenecyanoacetic acid ethyl ester). Reaction SMILES: F[C:2]1(F)[O:6][C:5]2[CH:7]=CC=CC=2[O:3]1.C([Li])CCC.C[N:18]([CH2:20][CH2:21]N(C)C)C.CCCCCC.[O:31]1[CH2:35]C[CH2:33][CH2:32]1>>[CH2:5]([O:6][C:2](=[O:3])[C:21](=[CH:35][O:31][CH2:32][CH3:33])[C:20]#[N:18])[CH3:7]. Reported procedure: 7.9 g (50 mmol) of 2,2-difluoro-1,3-benzodioxole are metallated according to Example 2 at -15° C. with 35 ml (55 mmol) of n-butyllithium (1.60M in hexane) and 6.5 g (55 mmol) of TMEDA is 60 ml of hexane. To the 2,2-difluoro-1,3-benzodioxol-4-yllithium which precipitates there is added at -20° C., over a period of 30 minutes, a solution of 9.3 g (55 mmol) of ethoxymethylenecyanoacetic acid ethyl ester in 30 ml of tetrahydrofuran, an orange-red turbid solution being formed during the reaction, whi... The product is CN(C(C1=CC(=CC(=C1)C(F)(F)F)C(F)(F)F)=O)C(CCC(=O)O)CC1=CN(C2=CC=CC=C12)C (4-[N-Methyl-N-(3,5-bistrifluoromethyl-benzoyl)-amino]-5-(1-methyl-indol-3-yl)-pentanoic acid). Procedure: A solution of 15 g of 4-[N-methyl-N-(3,5-bistrifluoromethyl-benzoyl)-amino]-5(1-methyl-indol-3-yl)-pentanoic acid ethyl ester and 1.78 g of lithium hydroxide in 102.5 ml of tetrahydrofuran/methanol/water =2/2/1 is stirred at room temperature for 3 hours and then concentrated by evaporation. The residue is dissolved in 150 ml of water, extracted with ether, acidified to pH=2 with 0.1N hydrochloric acid and extracted three times with ether. The combined organic phases originating from the extracti... Solvent: O1CCCC1.CO.O (tetrahydrofuran methanol water). Reaction SMILES: C([O:3][C:4](=[O:37])[CH2:5][CH2:6][CH:7]([N:19]([CH3:36])[C:20](=[O:35])[C:21]1[CH:26]=[C:25]([C:27]([F:30])([F:29])[F:28])[CH:24]=[C:23]([C:31]([F:34])([F:33])[F:32])[CH:22]=1)[CH2:8][C:9]1[C:17]2[C:12](=[CH:13][CH:14]=[CH:15][CH:16]=2)[N:11]([CH3:18])[CH:10]=1)C.[OH-].[Li+]>O1CCCC1.CO.O>[CH3:36][N:19]([CH:7]([CH2:8][C:9]1[C:17]2[C:12](=[CH:13][CH:14]=[CH:15][CH:16]=2)[N:11]([CH3:18])[CH:10]=1)[CH2:6][CH2:5][C:4]([OH:37])=[O:3])[C:20](=[O:35])[C:21]1[CH:26]=[C:25]([C:27]([F:28])([F:29])[F:30])[CH:24]=[C:23]([C:31]([F:32])([F:33])[F:34])[CH:22]=1 |f:1.2,3.4.5|. Reactants: C(C)OC(CCC(CC1=CN(C2=CC=CC=C12)C)N(C(C1=CC(=CC(=C1)C(F)(F)F)C(F)(F)F)=O)C)=O (4-[N-methyl-N-(3,5-bistrifluoromethyl-benzoyl)-amino]-5(1-methyl-indol-3-yl)-pentanoic acid ethyl ester), [OH-].[Li+] (lithium hydroxide). The reactants are N,N′-carbonyldiimidazole, CN(C=O)C (N,N-dimethylformamide), C(C)(=O)NC1=C(C=C(C(=O)O)C=C1)[N+](=O)[O-] (4-acetylamino-3-nitro-benzoic acid), C(CCC)S(=O)(=O)N (1-butanesulfonamide), C1(=NNCCCCCCCC1)C1=CCCCCCCCCC1 (diazabicycloundecene). The solvent is O (water), C(Cl)(Cl)Cl (chloroform). Reaction conditions: time 1 hour. Yields the product C(CCC)S(=O)(=O)NC(C1=CC(=C(C=C1)NC(C)=O)[N+](=O)[O-])=O (N-(1-butanesulfonyl)-4-acetylamino-3-nitrobenzamide). The yield is 70.2%. Reaction SMILES: CN(C)C=O.[C:6]([NH:9][C:10]1[CH:18]=[CH:17][C:13]([C:14]([OH:16])=O)=[CH:12][C:11]=1[N+:19]([O-:21])=[O:20])(=[O:8])[CH3:7].[CH2:22]([S:26]([NH2:29])(=[O:28])=[O:27])[CH2:23][CH2:24][CH3:25].C1(C2CCCCCCCCCC=2)CCCCCCCCNN=1>O.C(Cl)(Cl)Cl>[CH2:22]([S:26]([NH:29][C:14](=[O:16])[C:13]1[CH:17]=[CH:18][C:10]([NH:9][C:6](=[O:8])[CH3:7])=[C:11]([N+:19]([O-:21])=[O:20])[CH:12]=1)(=[O:28])=[O:27])[CH2:23][CH2:24][CH3:25]. Procedure details: N,N′-carbonyldiimidazole (9.40 g) is added to an N,N-dimethylformamide (300 ml) solution of 4-acetylamino-3-nitro-benzoic acid (10.0 g), and the solution is stirred for 1 hour at room temperature. Then, 1-butanesulfonamide (7.92 g) and diazabicycloundecene (8.83 g) are added into the solution, and the solution is stirred for 72 hours at 100° C. After chloroform and water are added into the solution and the solution is separated into layers, the residue, which is obtained by concentrating the org...